This data is from the Open Reaction Database (ORD), a public repository of structured organic reaction records. The task is: describe an organic reaction: reactants, conditions, products, and yield Starting materials: N#Cc1ccc(-c2ccc(Br)o2)cc1, CS(C)=O, Cl, NO, O. The product is N=C(NO)c1ccc(-c2ccc(Br)o2)cc1. Reaction SMILES: [Br:4][c:5]1[o:6][c:7](-[c:10]2[cH:11][cH:12][c:13]([C:16]#[N:17])[cH:14][cH:15]2)[cH:8][cH:9]1.[CH3:18][S:19]([CH3:20])=[O:21].[ClH:1].[NH2:2][OH:3].[OH2:22]>>[NH:2]([OH:3])[C:16]([c:13]1[cH:12][cH:11][c:10](-[c:7]2[o:6][c:5]([Br:4])[cH:9][cH:8]2)[cH:15][cH:14]1)=[NH:17].